Dataset: the Open Reaction Database (ORD), a public repository of structured organic reaction records. Task: describe an organic reaction: reactants, conditions, products, and yield Starting materials: BrC=1C=2N(C=CC1)N=C(N2)N (8-bromo-[1,2,4]triazolo[1,5-a]pyridin-2-ylamine), N1=CC(=CC=C1)B(O)O (3-pyridylboronic acid). Product: N1=CC(=CC=C1)C=1C=2N(C=CC1)N=C(N2)N (8-Pyridin-3-yl-[1,2,4]triazolo[1,5-a]pyridin-2-ylamine), solid. Reaction SMILES: Br[C:2]1[C:3]2[N:4]([N:8]=[C:9]([NH2:11])[N:10]=2)[CH:5]=[CH:6][CH:7]=1.[N:12]1[CH:17]=[CH:16][CH:15]=[C:14](B(O)O)[CH:13]=1>>[N:12]1[CH:17]=[CH:16][CH:15]=[C:14]([C:2]2[C:3]3[N:4]([N:8]=[C:9]([NH2:11])[N:10]=3)[CH:5]=[CH:6][CH:7]=2)[CH:13]=1. Reported procedure: 8-Pyridin-3-yl-[1,2,4]triazolo[1,5-a]pyridin-2-ylamine was prepared from 8-bromo-[1,2,4]triazolo[1,5-a]pyridin-2-ylamine (1.0 g, 4.7 mmol) and 3-pyridylboronic acid (0.81 g, 6.6 mmol) in a manner analogous to Step 2c. The product of the reaction was isolated as a white solid (0.92 g, 93%). MP=185-187° C. 1H NMR (400 MHz, (D3C)2SO, δ, ppm): 9.28 (d, J=2.1 Hz, 1H), 8.62-8.58 (m, 2H), 8.49 (ddd, J=8.1, 1.8, 1.8 Hz, 1H), 7.82 (dd, J=7.4, 0.7 Hz, 1H), 7.53 (dd, J=8.0, 4.7 Hz, 1H), 7.01 (t, J=7.0 Hz, ... The yield is 93.0%. The reactants are C1CCOC1, CO, COC(=O)CC1(C)CC(c2cccc(Cl)c2)C(c2ccc(Cl)cc2)N(C(CNS(=O)(=O)c2cccs2)C2CC2)C1=O, [Li+], [OH-], O. The product is CC1(CC(=O)O)CC(c2cccc(Cl)c2)C(c2ccc(Cl)cc2)N(C(CNS(=O)(=O)c2cccs2)C2CC2)C1=O. As a reaction SMILES: [CH2:44]1[O:45][CH2:46][CH2:47][CH2:48]1.[CH3:42][OH:43].[Cl:1][c:2]1[cH:3][c:4]([CH:8]2[CH2:9][C:10]([CH3:36])([CH2:37][C:38](=[O:39])[O:40][CH3:41])[C:11](=[O:35])[N:12]([CH:21]([CH2:22][NH:23][S:24](=[O:25])(=[O:26])[c:27]3[s:28][cH:29][cH:30][cH:31]3)[CH:32]3[CH2:33][CH2:34]3)[CH:13]2[c:14]2[cH:15][cH:16][c:17]([Cl:20])[cH:18][cH:19]2)[cH:5][cH:6][cH:7]1.[Li+:50].[OH-:49].[OH2:51]>>[Cl:1][c:2]1[cH:3][c:4]([CH:8]2[CH2:9][C:10]([CH3:36])([CH2:37][C:38](=[O:39])[OH:40])[C:11](=[O:35])[N:12]([CH:21]([CH2:22][NH:23][S:24](=[O:25])(=[O:26])[c:27]3[s:28][cH:29][cH:30][cH:31]3)[CH:32]3[CH2:33][CH2:34]3)[CH:13]2[c:14]2[cH:15][cH:16][c:17]([Cl:20])[cH:18][cH:19]2)[cH:5][cH:6][cH:7]1. The reactants are C(C1=CC=CC=C1)(=O)NCC1CC(CCC1)N1C(C=2C(C=3C(=CC=CC13)C(=O)O)=NOC2C)=O (5-[3-(Benzoylaminomethyl)cyclohexyl]-3-methyl-4-oxo-5H-isoxazolo[4,3-c]quinoline-9-carboxylic Acid), CCN=C=NCCCN(C)C (EDCI), C=1C=CC2=C(C1)N=NN2O (HOBt), [NH4+].[Cl-] (NH4Cl), C(C)(C)NC(C)C (diisopropylamine). Run in CN(C)C=O (DMF), CCOC(=O)C (EtOAc). Reaction conditions: time 8 hour. Product: hexanes EtOAc, C(C1=CC=CC=C1)(=O)NCC1CC(CCC1)N1C(C=2C(C=3C(=CC=CC13)C(=O)N)=NOC2C)=O (5-[3-(Benzoylaminomethyl)cyclohexyl]-3-methyl-4-oxo-5H-isoxazolo[4,3-c]quinoline-9-carboxylic Acid Amide). The yield is 47.6%. RXN SMILES: [C:1]([NH:9][CH2:10][CH:11]1[CH2:16][CH2:15][CH2:14][CH:13]([N:17]2[C:26]3[CH:25]=[CH:24][CH:23]=[C:22]([C:27](O)=[O:28])[C:21]=3[C:20]3=[N:30][O:31][C:32]([CH3:33])=[C:19]3[C:18]2=[O:34])[CH2:12]1)(=[O:8])[C:2]1[CH:7]=[CH:6][CH:5]=[CH:4][CH:3]=1.CC[N:37]=C=NCCCN(C)C.C1C=CC2N(O)N=NC=2C=1.[NH4+].[Cl-].C(NC(C)C)(C)C>CN(C=O)C.CCOC(C)=O>[C:1]([NH:9][CH2:10][CH:11]1[CH2:16][CH2:15][CH2:14][CH:13]([N:17]2[C:26]3[CH:25]=[CH:24][CH:23]=[C:22]([C:27]([NH2:37])=[O:28])[C:21]=3[C:20]3=[N:30][O:31][C:32]([CH3:33])=[C:19]3[C:18]2=[O:34])[CH2:12]1)(=[O:8])[C:2]1[CH:7]=[CH:6][CH:5]=[CH:4][CH:3]=1 |f:3.4|. Procedure details: To a solution of Example 598, (0.05 g, 0.11 mmol), EDCI (0.032 g, 0.165 mmol), and HOBt (0.023 g, 0.165 mmol) in DMF (1.5 ml) under N2 was added NH4Cl (0.009 g, 0.165 mmol) and diisopropylamine (0.046 ml, 0.33 mmol). The reaction was stirred overnight. The mixture was diluted with EtOAc, washed (1.0 N HCl saturated with NaCl), dried (MgSO4), filtered, and concentrated. Column chromatography (silica gel, hexanes/EtOAc gradient) gave the title compound (0.024 g, 48%). MS(ES+) (m/z) 459.1 [M+1].